This data is from the Open Reaction Database (ORD), a public repository of structured organic reaction records. The task is: describe an organic reaction: reactants, conditions, products, and yield Reactants: N1C(=NC=C1)C(=O)O (1H-Imidazol-2-ylcarboxylic acid), CCN=C=NCCCN(C)C (WSC), N[C@@H]1[C@@H](CN(CC1)C(=O)OC(C)(C)C)OCC1=CC=CC=C1 (tert-Butyl cis(±)-4-amino-3-(benzyloxy)piperidine-1-carboxylate). The reagents and catalysts are CN(C)C=1C=CN=CC1 (DMAP). Run in CC(=O)N(C)C (DMA), ClCCl (dichloromethane). Run at time 1 hour. Yields the product C(C1=CC=CC=C1)O[C@@H]1CN(CC[C@@H]1NC(=O)C=1NC=CN1)C(=O)OC(C)(C)C (tert-Butyl cis(±)-3-(benzyloxy)-4-[(1H-imidazol-2-ylcarbonyl)amino]piperidine-1-carboxylate). Yield: 45.5%. RXN SMILES: [NH2:1][C@H:2]1[CH2:7][CH2:6][N:5]([C:8]([O:10][C:11]([CH3:14])([CH3:13])[CH3:12])=[O:9])[CH2:4][C@H:3]1[O:15][CH2:16][C:17]1[CH:22]=[CH:21][CH:20]=[CH:19][CH:18]=1.[NH:23]1[CH:27]=[CH:26][N:25]=[C:24]1[C:28](O)=[O:29].CCN=C=NCCCN(C)C>CC(N(C)C)=O.CN(C1C=CN=CC=1)C.ClCCl>[CH2:16]([O:15][C@H:3]1[C@@H:2]([NH:1][C:28]([C:24]2[NH:23][CH:27]=[CH:26][N:25]=2)=[O:29])[CH2:7][CH2:6][N:5]([C:8]([O:10][C:11]([CH3:14])([CH3:13])[CH3:12])=[O:9])[CH2:4]1)[C:17]1[CH:18]=[CH:19][CH:20]=[CH:21][CH:22]=1. Procedure: tert-Butyl cis(±)-4-amino-3-(benzyloxy)piperidine-1-carboxylate obtained in Example (90d) (0.92 g, 3.0 mmol) was dissolved in DMA (10 mL). 1H-Imidazol-2-ylcarboxylic acid (0.19 g, 1.70 mmol), WSC (0.82 g, 0.43 mmol) and DMAP (60 mg, 0.49 mmol) were added, and the mixture was stirred at room temperature for one hour. The reaction solution was diluted with dichloromethane, washed with water and brine, and dried over anhydrous magnesium sulfate. Following concentration under reduced pressure, the r... The reactants are CN(C)C=O, ClCc1cccc(Cl)n1, Nc1ccc(-c2cc(Cc3ccc(O)cc3)no2)c(N)n1, [Na+], C1CCOC1, [OH-]. The product is Nc1ccc(-c2cc(Cc3ccc(OCc4cccc(Cl)n4)cc3)no2)c(N)n1. RXN SMILES: [CH3:38][N:39]([CH3:40])[CH:41]=[O:42].[Cl:29][c:30]1[n:31][c:32]([CH2:36][Cl:37])[cH:33][cH:34][cH:35]1.[NH2:6][c:7]1[n:8][c:9]([NH2:26])[cH:10][cH:11][c:12]1-[c:13]1[cH:14][c:15]([CH2:18][c:19]2[cH:20][cH:21][c:22]([OH:25])[cH:23][cH:24]2)[n:16][o:17]1.[Na+:28].[O:1]1[CH2:2][CH2:3][CH2:4][CH2:5]1.[OH-:27]>>[NH2:6][c:7]1[n:8][c:9]([NH2:26])[cH:10][cH:11][c:12]1-[c:13]1[cH:14][c:15]([CH2:18][c:19]2[cH:20][cH:21][c:22]([O:25][CH2:36][c:32]3[n:31][c:30]([Cl:29])[cH:35][cH:34][cH:33]3)[cH:23][cH:24]2)[n:16][o:17]1. Starting materials: C(CCCCCCCCCC(=O)O)C(=O)O (1,10-decanedicarboxylic acid), [N+](=O)(O)[O-] (nitric acid). The product is C1(CCCCCCCCCCC1)O (cyclododecanol), C1(CCCCCCCCCCC1)=O (cyclododecanone). Reaction SMILES: [CH2:1]([C:14]([OH:16])=O)[CH2:2][CH2:3][CH2:4][CH2:5][CH2:6][CH2:7][CH2:8][CH2:9][CH2:10][C:11](O)=O.[N+]([O-])(O)=O>>[CH:14]1([OH:16])[CH2:1][CH2:2][CH2:3][CH2:4][CH2:5][CH2:6][CH2:7][CH2:8][CH2:9][CH2:10][CH2:11]1.[C:14]1(=[O:16])[CH2:1][CH2:2][CH2:3][CH2:4][CH2:5][CH2:6][CH2:7][CH2:8][CH2:9][CH2:10][CH2:11]1. Procedure: A process for the production of 1,10-decanedicarboxylic acid with low melt color values from crude crystalline acid having an organically bound nitrogen content of 0.05% by weight or less and having a nitric acid content above 0.1% by weight and produced by oxidizing cyclododecanol, cyclododecanone or both with nitric acid at low temperature and under mild conditions and subjecting the thus-produced crude acid to a thermal treatment under oxidative conditions, at a temperature above the oxidatio... The product is Cc1nc2cc(O)c(C3(O)C(=O)N(C(c4ccccc4)c4ccccc4)c4ccccc43)cc2o1. Reaction SMILES: [CH3:1][c:2]1[o:3][c:4]2[c:5]([n:6]1)[cH:7][c:8]([OH:11])[cH:9][cH:10]2.[CH3:51][CH2:52][O:53][C:54](=[O:55])[CH3:56].[CH:13]([Mg+:14])([CH3:15])[CH3:16].[CH:17]([c:18]1[cH:19][cH:20][cH:21][cH:22][cH:23]1)([c:24]1[cH:25][cH:26][cH:27][cH:28][cH:29]1)[N:30]1[C:31](=[O:40])[C:32](=[O:39])[c:33]2[cH:34][cH:35][cH:36][cH:37][c:38]21.[Cl-:12].[Cl-:49].[Cl:41][CH2:42][Cl:43].[NH4+:50].[O:44]1[CH2:45][CH2:46][CH2:47][CH2:48]1>>[CH3:1][c:2]1[o:3][c:4]2[c:5]([n:6]1)[cH:7][c:8]([OH:11])[c:9]([C:32]1([OH:39])[C:31](=[O:40])[N:30]([CH:17]([c:18]3[cH:19][cH:20][cH:21][cH:22][cH:23]3)[c:24]3[cH:25][cH:26][cH:27][cH:28][cH:29]3)[c:38]3[c:33]1[cH:34][cH:35][cH:36][cH:37]3)[cH:10]2. The reactants are Cc1nc2cc(O)ccc2o1, CCOC(C)=O, CC(C)[Mg+], O=C1C(=O)N(C(c2ccccc2)c2ccccc2)c2ccccc21, [Cl-], [Cl-], ClCCl, [NH4+], C1CCOC1.